This data is from the Open Reaction Database (ORD), a public repository of structured organic reaction records. The task is: describe an organic reaction: reactants, conditions, products, and yield Starting materials: CCOC(C)=O, CCCCCC, Cc1c(C)c2c(c(C)c1NC(=O)CC(C)(C)C)C(c1ccc(C3OCCO3)cc1)CO2. Product: Cc1c(C)c2c(c(C)c1NC(=O)CC(C)(C)C)C(c1ccc(C=O)cc1)CO2. As a reaction SMILES: [C:38]([O:39][CH2:40][CH3:41])(=[O:42])[CH3:43].[CH3:32][CH2:33][CH2:34][CH2:35][CH2:36][CH3:37].[O:1]1[CH:2]([c:6]2[cH:7][cH:8][c:9]([CH:12]3[CH2:13][O:14][c:15]4[c:16]3[c:17]([CH3:31])[c:18]([NH:23][C:24]([CH2:25][C:26]([CH3:27])([CH3:28])[CH3:29])=[O:30])[c:19]([CH3:22])[c:20]4[CH3:21])[cH:10][cH:11]2)[O:5][CH2:4][CH2:3]1>>[O:1]=[CH:2][c:6]1[cH:7][cH:8][c:9]([CH:12]2[CH2:13][O:14][c:15]3[c:16]2[c:17]([CH3:31])[c:18]([NH:23][C:24]([CH2:25][C:26]([CH3:27])([CH3:28])[CH3:29])=[O:30])[c:19]([CH3:22])[c:20]3[CH3:21])[cH:10][cH:11]1. Reactants: OC(C(=O)OC(C)(C)C)N1C([C@H]([C@H]1SCC(=O)C1OCCCC1)NC(CC1=CC=CC=C1)=O)=O (t-Butyl 2-hydroxy-2-[(3R,4R)-3-phenylacetamido-4-[(RS)-tetrahydropyran-2-ylcarbonylmethylthio]azetidin-2-on-1-yl]acetate), N1=C(C=CC=C1C)C (2,6-lutidine), S(=O)(Cl)Cl (thionyl chloride), C(C)(=O)OCC (ethyl acetate). Run in C1CCOC1 (THF), C1CCOC1 (THF). Product: ClC(C(=O)OC(C)(C)C)N1C([C@H]([C@H]1SCC(=O)C1OCCCC1)NC(CC1=CC=CC=C1)=O)=O (t-butyl (RS)-2-chloro-2-((3R,4R)-3-phenylacetamido-4-[(RS)-tetrahydropyran-2-ylcarbonylmethylthio]azetidin-2-on-1-yl]acetate). Reaction SMILES: O[CH:2]([N:10]1[C@H:13]([S:14][CH2:15][C:16]([CH:18]2[CH2:23][CH2:22][CH2:21][CH2:20][O:19]2)=[O:17])[C@H:12]([NH:24][C:25](=[O:33])[CH2:26][C:27]2[CH:32]=[CH:31][CH:30]=[CH:29][CH:28]=2)[C:11]1=[O:34])[C:3]([O:5][C:6]([CH3:9])([CH3:8])[CH3:7])=[O:4].N1C(C)=CC=CC=1C.S(Cl)([Cl:45])=O.C(OCC)(=O)C>C1COCC1>[Cl:45][CH:2]([N:10]1[C@H:13]([S:14][CH2:15][C:16]([CH:18]2[CH2:23][CH2:22][CH2:21][CH2:20][O:19]2)=[O:17])[C@H:12]([NH:24][C:25](=[O:33])[CH2:26][C:27]2[CH:32]=[CH:31][CH:30]=[CH:29][CH:28]=2)[C:11]1=[O:34])[C:3]([O:5][C:6]([CH3:9])([CH3:8])[CH3:7])=[O:4]. Procedure: t-Butyl 2-hydroxy-2-[(3R,4R)-3-phenylacetamido-4-[(RS)-tetrahydropyran-2-ylcarbonylmethylthio]azetidin-2-on-1-yl]acetate (1.9g) in dry THF (10ml) was treated with 2,6-lutidine (0.62g, 0.67ml) followed by thionyl chloride (0.69g, 0.42ml) in THF (5ml) dropwise at <-20° C. under argon. The reaction mixture was allowed to warm slowly to ca 0° C. at which point no starting material was observed by t.l.c. (ethyl acetate). The reaction mixture was filtered and solvent removed in vacuo, the residue diss...